From a dataset of the Open Reaction Database (ORD), a public repository of structured organic reaction records. describe an organic reaction: reactants, conditions, products, and yield The reactants are CC=1NC(=C(C(C1C(=O)OC)C1=CC(=CC=C1)[N+](=O)[O-])C(=O)OCCC1=CC=C(C=C1)OCC1OC(OC1)(C)C)C (2,6-dimethyl-3-methoxycarbonyl-4-(3-nitrophenyl)-5-(2-[4-(2,2-dimethyl-1,3-dioxolan-4-yl)methoxyphenyl]ethoxycarbonyl)-1,4-dihydropyridine), Cl (hydrochloric acid). Run in CC(=O)C (acetone), O (water), O (Water). Product: CC=1NC(=C(C(C1C(=O)OC)C1=CC(=CC=C1)[N+](=O)[O-])C(=O)OCCC1=CC=C(C=C1)OCC(CO)O)C (2,6-dimethyl-3-methoxycarbonyl-4-(3-nitrophenyl)-5-(2-[4-(2,3-dihydroxypropoxy)phenyl]ethoxycarbonyl)-1,4-dihydropyridine). Isolated yield 61.5%. RXN SMILES: [CH3:1][C:2]1[NH:3][C:4]([CH3:41])=[C:5]([C:21]([O:23][CH2:24][CH2:25][C:26]2[CH:31]=[CH:30][C:29]([O:32][CH2:33][CH:34]3[CH2:38][O:37]C(C)(C)[O:35]3)=[CH:28][CH:27]=2)=[O:22])[CH:6]([C:12]2[CH:17]=[CH:16][CH:15]=[C:14]([N+:18]([O-:20])=[O:19])[CH:13]=2)[C:7]=1[C:8]([O:10][CH3:11])=[O:9].Cl>CC(C)=O.O>[CH3:1][C:2]1[NH:3][C:4]([CH3:41])=[C:5]([C:21]([O:23][CH2:24][CH2:25][C:26]2[CH:31]=[CH:30][C:29]([O:32][CH2:33][CH:34]([OH:35])[CH2:38][OH:37])=[CH:28][CH:27]=2)=[O:22])[CH:6]([C:12]2[CH:17]=[CH:16][CH:15]=[C:14]([N+:18]([O-:20])=[O:19])[CH:13]=2)[C:7]=1[C:8]([O:10][CH3:11])=[O:9]. Procedure: A solution of 21 g of 2,6-dimethyl-3-methoxycarbonyl-4-(3-nitrophenyl)-5-(2-[4-(2,2-dimethyl-1,3-dioxolan-4-yl)methoxyphenyl]ethoxycarbonyl)-1,4-dihydropyridine (6) in 150 mL of acetone and 50 mL of water was treated with 10 mL of hydrochloric acid and the mixture heated at reflux for 6 h. Water (500 mL) was added and the mixture was extracted with ether. The ether layer was dried over Na2SO4 and evaporated to an oil which was purified by medium pressure chromatography on silica gel (90% ethyl a... Starting materials: Cl (HCl), [N-]=[N+]=[N-].[Na+] (Sodium azide), C(C1=CC=CC=C1)N1CCC(CC1)(NC1=CC=CC=C1)C#N (1-benzyl-4-cyano-4-anilinopiperidine), [Al+3].[Cl-].[Cl-].[Cl-] (AlCl3), [OH-].[Na+] (NaOH). The solvent is C1CCOC1 (THF). Run at time 8 hour. Yields the product C(C1=CC=CC=C1)N1CCC(CC1)(NC1=CC=CC=C1)C1=NN=NN1 (1-benzyl-4-(1H-tetrazol-5-yl)-4-anilinopiperidine). Yield: 47.0%. RXN SMILES: [N-:1]=[N+:2]=[N-:3].[Na+].[CH2:5]([N:12]1[CH2:17][CH2:16][C:15]([C:25]#[N:26])([NH:18][C:19]2[CH:24]=[CH:23][CH:22]=[CH:21][CH:20]=2)[CH2:14][CH2:13]1)[C:6]1[CH:11]=[CH:10][CH:9]=[CH:8][CH:7]=1.[Al+3].[Cl-].[Cl-].[Cl-].Cl.[OH-].[Na+]>C1COCC1>[CH2:5]([N:12]1[CH2:13][CH2:14][C:15]([C:25]2[NH:26][N:3]=[N:2][N:1]=2)([NH:18][C:19]2[CH:20]=[CH:21][CH:22]=[CH:23][CH:24]=2)[CH2:16][CH2:17]1)[C:6]1[CH:7]=[CH:8][CH:9]=[CH:10][CH:11]=1 |f:0.1,3.4.5.6,8.9|. Procedure details: Sodium azide (5.85 g, 90 mmol) and 1-benzyl-4-cyano-4-anilinopiperidine (2.91 g, 10 mmol) were added slowly to a solution of AlCl3 (2.67 g, 20 mmole) in dry THF (100 ml). The resulting mixture was refluxed overnight. The reaction was quenched with water (50 ml). After separating the THF layer, the aqueous layer was extracted with additional THF (4×50 ml). The combined THF layers were dried over MgSO4 and concentrated in vacuo. The solid obtained was dissolved in 1N.HCl solution and the pH was ad... The reactants are ClC=1C=CC=C2C(=NN(C12)CCC)C1=CC(=C(C=C1)OC)F (7-Chloro-3-(3-fluoro-4-methoxyphenyl)-1-propyl-1H-indazole), B(Br)(Br)Br (BBr3). The product is ClC=1C=CC=C2C(=NN(C12)CCC)C1=CC(=C(C=C1)O)F (4-(7-Chloro-1-propyl-1H-indazole-3-yl)-2-fluorophenol). Yield: 47.6%. RXN SMILES: [Cl:1][C:2]1[CH:3]=[CH:4][CH:5]=[C:6]2[C:10]=1[N:9]([CH2:11][CH2:12][CH3:13])[N:8]=[C:7]2[C:14]1[CH:19]=[CH:18][C:17]([O:20]C)=[C:16]([F:22])[CH:15]=1.B(Br)(Br)Br>>[Cl:1][C:2]1[CH:3]=[CH:4][CH:5]=[C:6]2[C:10]=1[N:9]([CH2:11][CH2:12][CH3:13])[N:8]=[C:7]2[C:14]1[CH:19]=[CH:18][C:17]([OH:20])=[C:16]([F:22])[CH:15]=1. Reported procedure: Prepared according to Method D step C from 7-Chloro-3-(3-fluoro-4-methoxyphenyl)-1-propyl-1H-indazole (0.26 g, 0.82 mmol), BBr3 (0.15 mL, 1.63 mmol) to give the title compound as a white solid (0.12 g, 0.39 mmol, 48%). The reactants are COC(=O)CCSCc1ncc(Br)s1, O=C([O-])c1ccccc1C(=O)O[O-], ClCCl, [Mg+2], [Na+], [Na+], O=S([O-])([O-])=S, O, O, O, O, O, O, O. The product is COC(=O)CCS(=O)(=O)Cc1ncc(Br)s1. As a reaction SMILES: [Br:1][c:2]1[cH:3][n:4][c:5]([CH2:7][S:8][CH2:9][CH2:10][C:11](=[O:12])[O:13][CH3:14])[s:6]1.[C:21]([O:22][O-:23])(=[O:24])[c:25]1[c:26]([C:31]([O-:32])=[O:33])[cH:27][cH:28][cH:29][cH:30]1.[Cl:35][CH2:36][Cl:37].[Mg+2:34].[Na+:38].[Na+:39].[O-:40][S:41]([O-:42])(=[S:43])=[O:44].[OH2:15].[OH2:16].[OH2:17].[OH2:18].[OH2:19].[OH2:20].[OH2:45]>>[Br:1][c:2]1[cH:3][n:4][c:5]([CH2:7][S:8]([CH2:9][CH2:10][C:11](=[O:12])[O:13][CH3:14])(=[O:15])=[O:16])[s:6]1. The reactants are OC1=CC=C(C=C1)CCCN1C=NC=C1 (1-[3-(4-hydroxyphenyl)propyl]imidazole), C(C1=CC=CC=C1)OC=1C=C(C=CC1)C=1OC=C(N1)CCl (2-(3-benzyloxyphenyl)-4-chloromethyloxazole). The product is C(C1=CC=CC=C1)OC=1C=C(C=CC1)C=1OC=C(N1)COC1=CC=C(C=C1)CCCN1C=NC=C1 (2-(3-benzyloxyphenyl)-4-[4-[3-(1-imidazolyl)propyl]phenoxymethyl]oxazole). The yield is 65.0%. As a reaction SMILES: [OH:1][C:2]1[CH:7]=[CH:6][C:5]([CH2:8][CH2:9][CH2:10][N:11]2[CH:15]=[CH:14][N:13]=[CH:12]2)=[CH:4][CH:3]=1.[CH2:16]([O:23][C:24]1[CH:25]=[C:26]([C:30]2[O:31][CH:32]=[C:33]([CH2:35]Cl)[N:34]=2)[CH:27]=[CH:28][CH:29]=1)[C:17]1[CH:22]=[CH:21][CH:20]=[CH:19][CH:18]=1>>[CH2:16]([O:23][C:24]1[CH:25]=[C:26]([C:30]2[O:31][CH:32]=[C:33]([CH2:35][O:1][C:2]3[CH:7]=[CH:6][C:5]([CH2:8][CH2:9][CH2:10][N:11]4[CH:15]=[CH:14][N:13]=[CH:12]4)=[CH:4][CH:3]=3)[N:34]=2)[CH:27]=[CH:28][CH:29]=1)[C:17]1[CH:18]=[CH:19][CH:20]=[CH:21][CH:22]=1. Procedure details: In substantially the same manner as in Working Example 48, 1-[3-(4-hydroxyphenyl)propyl]imidazole was allowed to react with 2-(3-benzyloxyphenyl)-4-chloromethyloxazole to give 2-(3-benzyloxyphenyl)-4-[4-[3-(1-imidazolyl)propyl]phenoxymethyl]oxazole. The yield was 65%. Recrystallization from ethyl acetate-hexane gave colorless prisms, mp 112-113° C. Starting materials: S(=O)(Cl)Cl (thionyl chloride), COC(=O)C(C(=O)O)CC1=CC=C(C=C1)OCCC=1N=C(OC1C)C1=CC=CC=C1 (2-Methoxycarbonyl-3-[4-[2-(5-methyl-2-phenyl-4-oxazolyl)ethoxy]phenyl]propionic acid), C(N)(OC)=O (methyl carbamate). Solvent: C1=CC=CC=C1 (benzene). Conditions: temperature 85 celsius, time 30 minute. Yields the product COC(=O)NC(=O)C(C(=O)OC)CC1=CC=C(C=C1)OCCC=1N=C(OC1C)C1=CC=CC=C1 (Methyl 2-methoxycarbonylcarbamoyl-3-[4-[2-(5-methyl-2-phenyl-4-oxazolyl)ethoxy]phenyl]propionate). Yield: 61.4%. RXN SMILES: [CH3:1][O:2][C:3]([CH:5]([CH2:9][C:10]1[CH:15]=[CH:14][C:13]([O:16][CH2:17][CH2:18][C:19]2[N:20]=[C:21]([C:25]3[CH:30]=[CH:29][CH:28]=[CH:27][CH:26]=3)[O:22][C:23]=2[CH3:24])=[CH:12][CH:11]=1)[C:6](O)=[O:7])=[O:4].S(Cl)(Cl)=O.[C:35](=[O:39])([O:37][CH3:38])[NH2:36]>C1C=CC=CC=1>[CH3:38][O:37][C:35]([NH:36][C:6]([CH:5]([CH2:9][C:10]1[CH:15]=[CH:14][C:13]([O:16][CH2:17][CH2:18][C:19]2[N:20]=[C:21]([C:25]3[CH:26]=[CH:27][CH:28]=[CH:29][CH:30]=3)[O:22][C:23]=2[CH3:24])=[CH:12][CH:11]=1)[C:3]([O:2][CH3:1])=[O:4])=[O:7])=[O:39]. Reported procedure: 2-Methoxycarbonyl-3-[4-[2-(5-methyl-2-phenyl-4-oxazolyl)ethoxy]phenyl]propionic acid (2.00 g, 4.89 mmol) obtained in Example 1 was dissolved in benzene (15 ml), and thionyl chloride (392 μl, 5.38 mmol) was added at room temperature. The mixture was refluxed under heating for 1.5 hr and the solvent was evaporated. The residue was dissolved in toluene (6 ml), and methyl carbamate (440 mg, 5.87 mmol) was added. at room temperature. The mixture was stirred at 80-90° C. for 30 min. The solvent was ev... The reactants are CC(C)(C)OC(=O)N1CCNCC1, CS(C)=O, O=C1NCCc2cc(F)ccc21, O. The product is CC(C)(C)OC(=O)N1CCN(c2ccc3c(c2)CCNC3=O)CC1. RXN SMILES: [C:13]([CH3:14])([CH3:15])([CH3:16])[O:17][C:18](=[O:19])[N:20]1[CH2:21][CH2:22][NH:23][CH2:24][CH2:25]1.[CH3:27][S:28](=[O:29])[CH3:30].[F:1][c:2]1[cH:3][c:4]2[c:9]([cH:10][cH:11]1)[C:8](=[O:12])[NH:7][CH2:6][CH2:5]2.[OH2:26]>>[c:2]1([N:23]2[CH2:22][CH2:21][N:20]([C:18]([O:17][C:13]([CH3:14])([CH3:15])[CH3:16])=[O:19])[CH2:25][CH2:24]2)[cH:3][c:4]2[c:9]([cH:10][cH:11]1)[C:8](=[O:12])[NH:7][CH2:6][CH2:5]2.